From a dataset of the Open Reaction Database (ORD), a public repository of structured organic reaction records. describe an organic reaction: reactants, conditions, products, and yield The yield is 93.0%. Reactants: COC1=NC2=CC=CC=C2C=C1NC(OC1=CC=CC=C1)=O (Phenyl N-(2-methoxyquinolin-3-yl)carbamate), C(C)(C)OC=1C=C(C=CC1)N1CCNCC1 (1-(3-isopropoxyphenyl)piperazine). As a reaction SMILES: [CH3:1][O:2][C:3]1[C:12]([NH:13][C:14](=[O:22])OC2C=CC=CC=2)=[CH:11][C:10]2[C:5](=[CH:6][CH:7]=[CH:8][CH:9]=2)[N:4]=1.[CH:23]([O:26][C:27]1[CH:28]=[C:29]([N:33]2[CH2:38][CH2:37][NH:36][CH2:35][CH2:34]2)[CH:30]=[CH:31][CH:32]=1)([CH3:25])[CH3:24]>>[CH3:1][O:2][C:3]1[C:12]([NH:13][C:14]([N:36]2[CH2:35][CH2:34][N:33]([C:29]3[CH:30]=[CH:31][CH:32]=[C:27]([O:26][CH:23]([CH3:25])[CH3:24])[CH:28]=3)[CH2:38][CH2:37]2)=[O:22])=[CH:11][C:10]2[C:5](=[CH:6][CH:7]=[CH:8][CH:9]=2)[N:4]=1. Product: COC1=NC2=CC=CC=C2C=C1NC(=O)N1CCN(CC1)C1=CC(=CC=C1)OC(C)C (1-[(2-Methoxyquinolin-3-yl)aminocarbonyl]-4-(3-isopropoxyphenyl)piperazine). Reported procedure: Phenyl N-(2-methoxyquinolin-3-yl)carbamate and 1-(3-isopropoxyphenyl)piperazine were reacted by the same way with the example 81 to obtain the titled compound. Starting materials: CN1C(C(C2=CC=CC=C12)(C)C)=C (1,3,3-trimethyl-2-methylene-indoline), Cl (hydrochloric acid), CN(C1=CC=C(C=C1)C(=CC=O)C1=CC=C(C=C1)N(C)C)C (3,3-bis(4-dimethylaminophenyl)acrolein). Solvent: C(C)(=O)O (acetic acid). Yields the product 11.7, [Cl-].CN(C1=CC=C(C=C1)C(=CC=CC1[NH+](C2=CC=CC=C2C1(C)C)C)C1=CC=C(C=C1)N(C)C)C (2-(4,4-bis-(4-dimethylaminophenyl)butadienyl)-1,3,3-trimethylindolinium chloride). As a reaction SMILES: [ClH:1].[CH3:2][N:3]([CH3:23])[C:4]1[CH:9]=[CH:8][C:7]([C:10]([C:14]2[CH:19]=[CH:18][C:17]([N:20]([CH3:22])[CH3:21])=[CH:16][CH:15]=2)=[CH:11][CH:12]=O)=[CH:6][CH:5]=1.[CH3:24][N:25]1[C:33]2[C:28](=[CH:29][CH:30]=[CH:31][CH:32]=2)[C:27]([CH3:35])([CH3:34])[C:26]1=[CH2:36]>C(O)(=O)C>[Cl-:1].[CH3:2][N:3]([CH3:23])[C:4]1[CH:9]=[CH:8][C:7]([C:10]([C:14]2[CH:19]=[CH:18][C:17]([N:20]([CH3:22])[CH3:21])=[CH:16][CH:15]=2)=[CH:11][CH:12]=[CH:36][CH:26]2[C:27]([CH3:35])([CH3:34])[C:28]3[C:33](=[CH:32][CH:31]=[CH:30][CH:29]=3)[NH+:25]2[CH3:24])=[CH:6][CH:5]=1 |f:4.5|. Reported procedure: In a suitable container equipped with an air condenser and a drying tube to exclude atmospheric moisture and heated by a steam bath, are placed 50 parts glacial acetic acid, 2 parts of concentrated hydrochloric acid, 7.07 parts of 3,3-bis(4-dimethylaminophenyl)acrolein (0.024 moles) and 4.16 parts of 1,3,3-trimethyl-2-methylene-indoline (0.024 moles). The mixture is heated for 18 hours during which time it takes on a deep blue coloration. The solution is concentrated to about one-half its initia... The reactants are Cl.C(C)NCC (Diethylamine hydrochloride), C(#N)C1=CC=C(C(=O)NC=2C=CC(=C(C2)NC(C2=CC(=CC=C2)CCl)=O)C)C=C1 (N-[5-(4-cyanobenzamido)-2-methylphenyl]-3-chloromethylbenzamide), C([O-])([O-])=O.[K+].[K+] (potassium carbonate). The solvent is CC(=O)C (acetone). Run at temperature 55 celsius. Yields the product C(#N)C1=CC=C(C(=O)NC=2C=CC(=C(C2)NC(C2=CC(=CC=C2)CN(CC)CC)=O)C)C=C1 (N-[5-(4-cyanobenzamido)-2-methylphenyl]-3-(diethylaminomethyl)benzamide). Yield: 55.0%. RXN SMILES: Cl.[CH2:2]([NH:4][CH2:5][CH3:6])[CH3:3].[C:7]([C:9]1[CH:35]=[CH:34][C:12]([C:13]([NH:15][C:16]2[CH:17]=[CH:18][C:19]([CH3:33])=[C:20]([NH:22][C:23](=[O:32])[C:24]3[CH:29]=[CH:28][CH:27]=[C:26]([CH2:30]Cl)[CH:25]=3)[CH:21]=2)=[O:14])=[CH:11][CH:10]=1)#[N:8].C(=O)([O-])[O-].[K+].[K+]>CC(C)=O>[C:7]([C:9]1[CH:35]=[CH:34][C:12]([C:13]([NH:15][C:16]2[CH:17]=[CH:18][C:19]([CH3:33])=[C:20]([NH:22][C:23](=[O:32])[C:24]3[CH:29]=[CH:28][CH:27]=[C:26]([CH2:30][N:4]([CH2:5][CH3:6])[CH2:2][CH3:3])[CH:25]=3)[CH:21]=2)=[O:14])=[CH:11][CH:10]=1)#[N:8] |f:0.1,3.4.5|. Procedure details: Diethylamine hydrochloride (0.33 g) was added to a stirred mixture of N-[5-(4-cyanobenzamido)-2-methylphenyl]-3-chloromethylbenzamide (0.4 g), potassium carbonate (0.5 g) and acetone (6 ml) and the reaction mixture was stirred and heated to 55° C. for 16 hours. The reaction mixture was evaporated and the residue was triturated under water. The solid was isolated and dried under vacuum at 55° C. to give the title compound (0.24 g); NMR spectrum: (DMSOd6) 0.95 (t, 6H), 2.19 (s, 3H), 3.58 (s, 2H), ... Starting materials: [Li]CCCC, COc1ccccc1NC(=O)C(C)(C)C, Cl, O=C=O, C1CCOC1. Yields the product COc1cccc(C(=O)O)c1NC(=O)C(C)(C)C. RXN SMILES: [CH2:1]([Li:2])[CH2:3][CH2:4][CH3:5].[CH3:6][O:7][c:8]1[c:9]([NH:14][C:15]([C:16]([CH3:17])([CH3:18])[CH3:19])=[O:20])[cH:10][cH:11][cH:12][cH:13]1.[ClH:24].[O:21]=[C:22]=[O:23].[O:25]1[CH2:26][CH2:27][CH2:28][CH2:29]1>>[CH3:6][O:7][c:8]1[c:9]([NH:14][C:15]([C:16]([CH3:17])([CH3:18])[CH3:19])=[O:20])[c:10]([C:22](=[O:21])[OH:23])[cH:11][cH:12][cH:13]1. Reactants: [C@@H]1(C[C@H](O)[C@@H](CO)O1)N1C(=O)NC(=O)C(C)=C1 (thymidine), C(C)(C)(C)[Si](Cl)(C1=CC=CC=C1)C1=CC=CC=C1 (t-butyldiphenylchlorosilane), mixture two, C(C)(C)(C)[Si](Cl)(C1=CC=CC=C1)C1=CC=CC=C1 (t-butyldiphenyl chlorosilane). Reagents/catalysts: CN(C1=CC=NC=C1)C (4-dimethylaminopyridine). Solvent: N1=CC=CC=C1 (pyridine). Reaction conditions: time 48 hour. Product: [Si](C1=CC=CC=C1)(C1=CC=CC=C1)(C(C)(C)C)OC[C@@H]1[C@H](C[C@@H](O1)N1C(=O)NC(=O)C(C)=C1)O (5′-O-t-butyldiphenylsilyl thymidine). Isolated yield 144.7%. RXN SMILES: [C@@H:1]1([N:9]2[CH:17]=[C:15]([CH3:16])[C:13](=[O:14])[NH:12][C:10]2=[O:11])[O:8][C@H:5]([CH2:6][OH:7])[C@@H:3]([OH:4])[CH2:2]1.[C:18]([Si:22]([C:30]1[CH:35]=[CH:34][CH:33]=[CH:32][CH:31]=1)([C:24]1[CH:29]=[CH:28][CH:27]=[CH:26][CH:25]=1)Cl)([CH3:21])([CH3:20])[CH3:19]>CN(C)C1C=CN=CC=1.N1C=CC=CC=1>[Si:22]([O:7][CH2:6][C@H:5]1[O:8][C@@H:1]([N:9]2[CH:17]=[C:15]([CH3:16])[C:13](=[O:14])[NH:12][C:10]2=[O:11])[CH2:2][C@@H:3]1[OH:4])([C:18]([CH3:21])([CH3:20])[CH3:19])([C:30]1[CH:31]=[CH:32][CH:33]=[CH:34][CH:35]=1)[C:24]1[CH:29]=[CH:28][CH:27]=[CH:26][CH:25]=1. Procedure details: A mixture of thymidine (400 g, and 1.65 mol), 4-dimethylaminopyridine (0.8 g, 6.5 mmol) and t-butyldiphenylchlorosilane (347.2 g, 1.26 mol) in anhydrous pyridine (3.0 lt) was stirred at room temperature for 48 hr. To the stirred reaction mixture two lots of t-butyldiphenyl chlorosilane (129.4 g, 0.47 mol and 22.7 g, 0.082 mol) were added 12 hr. apart and stirring continued for an additional 48 hr. The reaction mixture was concentrated under vacuum and the residue redissolved in methanol (2.5 lt)...